This data is from the Open Reaction Database (ORD), a public repository of structured organic reaction records. The task is: describe an organic reaction: reactants, conditions, products, and yield Starting materials: C(#N)C1(CCC(C(C1)C(=O)OC)=O)C1=CC=CC2=CC=CC=C12 (methyl 5-cyano-5-(1-naphthyl)-2-oxocyclohexanecarboxylate), C(C)(=O)O (acetic acid), S(O)(O)(=O)=O (sulfuric acid). Solvent: O (water). The product is C(#N)C1(CCC(CC1)=O)C1=CC=CC2=CC=CC=C12 (4-cyano-4-(1-naphthyl)cyclohexanone). Isolated yield 76.0%. Reaction SMILES: [C:1]([C:3]1([C:14]2[C:23]3[C:18](=[CH:19][CH:20]=[CH:21][CH:22]=3)[CH:17]=[CH:16][CH:15]=2)[CH2:8][CH:7](C(OC)=O)[C:6](=[O:13])[CH2:5][CH2:4]1)#[N:2].C(O)(=O)C.S(=O)(=O)(O)O>O>[C:1]([C:3]1([C:14]2[C:23]3[C:18](=[CH:19][CH:20]=[CH:21][CH:22]=3)[CH:17]=[CH:16][CH:15]=2)[CH2:8][CH2:7][C:6](=[O:13])[CH2:5][CH2:4]1)#[N:2]. Procedure details: A mixture of 16.73 g. (0.055 mole) of methyl 5-cyano-5-(1-naphthyl)-2-oxocyclohexanecarboxylate (prepared in Example 11) in 400 ml. of acetic acid and 200 ml. of 10% sulfuric acid is stirred mechanically for about 44 hours. The mixture is then allowed to cool and diluted with water. This mixture is extracted thoroughly with benzene. The organic layer is successively washed with water, sodium bicarbonate solution and brine and evaporated to dryness. The solid residue is recrystallized from aceton...